Dataset: the Open Reaction Database (ORD), a public repository of structured organic reaction records. Task: describe an organic reaction: reactants, conditions, products, and yield The reactants are O=C([O-])[O-], CI, CN(C)C=O, CCOC(=O)Nc1cc(-c2ccc(OC)cc2)nn(CC=Cc2ccc(Cl)cc2)c1=O, [K+], [K+]. The product is CCOC(=O)N(C)c1cc(-c2ccc(OC)cc2)nn(CC=Cc2ccc(Cl)cc2)c1=O. Reaction SMILES: [C:34](=[O:35])([O-:36])[O-:37].[CH3:32][I:33].[CH3:40][N:41]([CH3:42])[CH:43]=[O:44].[Cl:1][c:2]1[cH:3][cH:4][c:5]([CH:6]=[CH:7][CH2:8][n:9]2[n:10][c:11](-[c:22]3[cH:23][cH:24][c:25]([O:28][CH3:29])[cH:26][cH:27]3)[cH:12][c:13]([NH:16][C:17](=[O:18])[O:19][CH2:20][CH3:21])[c:14]2=[O:15])[cH:30][cH:31]1.[K+:38].[K+:39]>>[Cl:1][c:2]1[cH:3][cH:4][c:5]([CH:6]=[CH:7][CH2:8][n:9]2[n:10][c:11](-[c:22]3[cH:23][cH:24][c:25]([O:28][CH3:29])[cH:26][cH:27]3)[cH:12][c:13]([N:16]([C:17](=[O:18])[O:19][CH2:20][CH3:21])[CH3:34])[c:14]2=[O:15])[cH:30][cH:31]1. Reactants: Cl.COC=1C(=CC2=C(CCNCC2)C1)S(N)(=O)=O (8-Methoxy-7-sulfamoyl-2,3,4,5-tetrahydro-1H-3benzazepine hydrochloride), Br (hydrobromic acid). The product is Br.OC=1C(=CC2=C(CCNCC2)C1)S(N)(=O)=O (8-hydroxy-7-sulfamoyl-2,3,4,5-tetrahydro-1H-3-benzazepine hydrobromide). As a reaction SMILES: Cl.C[O:3][C:4]1[C:5]([S:15](=[O:18])(=[O:17])[NH2:16])=[CH:6][C:7]2[CH2:13][CH2:12][NH:11][CH2:10][CH2:9][C:8]=2[CH:14]=1.[BrH:19]>>[BrH:19].[OH:3][C:4]1[C:5]([S:15](=[O:17])(=[O:18])[NH2:16])=[CH:6][C:7]2[CH2:13][CH2:12][NH:11][CH2:10][CH2:9][C:8]=2[CH:14]=1 |f:0.1,3.4|. Reported procedure: 8-Methoxy-7-sulfamoyl-2,3,4,5-tetrahydro-1H-3benzazepine hydrochloride (1.5 g, 0.005 m) was dissolved in 48% hydrobromic acid (15 ml), refluxed for 2 hours and concentrated in vacuo. The residue was triturated with acetone and then recrystallized from methanol to give 8-hydroxy-7-sulfamoyl-2,3,4,5-tetrahydro-1H-3-benzazepine hydrobromide, m.p. 315°-320° (decomp.). Starting materials: C(Cl)Cl (CH2Cl2), CC(SC)S(=O)C(C)SC (methyl(methylthio)methylsulfoxide), S([O-])(O)=O.[Na+] (sodium bisulfite), N1(C=NC=C1)C1=CC=C(C=O)C=C1 (4-(1-imidazolyl)benzaldehyde), CC(SC)S(=O)C(C)SC (methyl(methylthio)methylsulfoxide), C1CCOC1 (THF), methanolic solution, crude product. The solvent is [Cl-].[Na+].O (brine), C(C)(=O)OCC (ethyl acetate). Yields the product N1(C=NC=C1)C1=CC=C(C=C1)CC(=O)OCC (ethyl 4-(1-imidazolyl)phenylacetate). As a reaction SMILES: [N:1]1([C:6]2[CH:13]=[CH:12][C:9]([CH:10]=O)=[CH:8][CH:7]=2)[CH:5]=[CH:4][N:3]=[CH:2]1.CC(S(C(SC)C)=[O:19])SC.C(Cl)Cl.S(=O)(O)[O-].[Na+].C1[CH2:36][O:35][CH2:34][CH2:33]1>C(OCC)(=O)C.[Cl-].[Na+].O>[N:1]1([C:6]2[CH:13]=[CH:12][C:9]([CH2:10][C:36]([O:35][CH2:34][CH3:33])=[O:19])=[CH:8][CH:7]=2)[CH:5]=[CH:4][N:3]=[CH:2]1 |f:3.4,7.8.9|. Procedure details: A mixture of 4-(1-imidazolyl)benzaldehyde (5.08 g, 29.5 mmol) and methyl(methylthio)methylsulfoxide (2.57 g, 21 mmol) in THF (5 mL) was treated with a 40% methanolic solution of TRITON® B (3 mL). The reaction mixture was refluxed for 4 hours, additional methyl(methylthio)methylsulfoxide (1.09 g, 8.5 mmol) was added and the reaction mixture was refluxed for an additional 2 hours. The reaction mixture was cooled to room temperature, CH2Cl2 was added and the organic layer was washed with water, the... Starting materials: [H-].[H-].[H-].[H-].[Li+].[Al+3] (LiAlH4), COC=1C=C(C=C(C1)OC)CC(=O)O ((3,5-dimethoxy)phenylacetic acid), CCOCC (Et2O), Cl (HCl). Reaction conditions: time 5 hour. Yields the product COC=1C=CC=C(C1CCO)OC (3,5-dimethoxy-4-(2-hydroxyethyl)benzene). RXN SMILES: [CH3:1][O:2][C:3]1[CH:4]=[C:5](CC(O)=O)[CH:6]=[C:7]([O:9][CH3:10])[CH:8]=1.[H-].[H-].[H-].[H-].[Li+].[Al+3].Cl.[CH3:22][CH2:23][O:24]CC>>[CH3:10][O:9][C:7]1[CH:6]=[CH:5][CH:4]=[C:3]([O:2][CH3:1])[C:8]=1[CH2:22][CH2:23][OH:24] |f:1.2.3.4.5.6|. Reported procedure: A solution of (3,5-dimethoxy)phenylacetic acid (3 g) in Et2O (100 mL) was cooled to 0° C. and LiAlH4 (1M in Et2O, 16.8 mL) was added. The mixture was warmed to room temperature and stirred for 5 h, whereupon the pH was adjusted to 5 using HCl (1 M). The mixture was washed with H2O/EtOAc and the organic layer was separated. The aqueous layer was extracted with EtOAc. The combined organic layers were dried (MgSO4) and concentrated in vacuo to give 3,5-dimethoxy-4-(2-hydroxyethyl)benzene (2.8 g) as... The reactants are N[C@@H]1C[C@@H]2N(C(N(C2)C2=CC=C(C=C2)OC(F)(F)F)=O)C1 ((6R,7aS)-6-Amino-2-(4-trifluoromethoxy-phenyl)-hexahydro-pyrrolo[1,2-c]imidazol-3-one), ClC1=C(C=CC=C1)S(=O)(=O)Cl (2-chlorobenzene-1-sulfonyl chloride). The product is ClC1=C(C=CC=C1)S(=O)(=O)N[C@@H]1C[C@@H]2N(C(N(C2)C2=CC=C(C=C2)OC(F)(F)F)=O)C1 (2-Chloro-N-[(6R,7aS)-3-oxo-2-(4-trifluoromethoxy-phenyl)-hexahydro-pyrrolo[1,2-c]imidazol-6-yl]-benzenesulfonamide). Isolated yield 27.0%. RXN SMILES: [NH2:1][C@H:2]1[CH2:21][N:5]2[C:6](=[O:20])[N:7]([C:9]3[CH:14]=[CH:13][C:12]([O:15][C:16]([F:19])([F:18])[F:17])=[CH:11][CH:10]=3)[CH2:8][C@@H:4]2[CH2:3]1.[Cl:22][C:23]1[CH:28]=[CH:27][CH:26]=[CH:25][C:24]=1[S:29](Cl)(=[O:31])=[O:30]>>[Cl:22][C:23]1[CH:28]=[CH:27][CH:26]=[CH:25][C:24]=1[S:29]([NH:1][C@H:2]1[CH2:21][N:5]2[C:6](=[O:20])[N:7]([C:9]3[CH:14]=[CH:13][C:12]([O:15][C:16]([F:19])([F:17])[F:18])=[CH:11][CH:10]=3)[CH2:8][C@@H:4]2[CH2:3]1)(=[O:31])=[O:30]. Reported procedure: In analogy to the procedure described for the synthesis of 2-Chloro-N-[(6R,7aS)-3-oxo-2-(4-trifluoromethoxy-phenyl)-hexahydro-pyrrolo[1,2-c]imidazol-6-yl]-benzamide (example 1, step i) the title compound was prepared from (6R,7aS)-6-Amino-2-(4-trifluoromethoxy-phenyl)-hexahydro-pyrrolo[1,2-c]imidazol-3-one (example 1, step h) and 2-chlorobenzene-1-sulfonyl chloride to yield 27% the title compound. 1H NMR (300 MHz, CDCl3): δ 8.13 (d, 1H, J=7.2 Hz), 7.58-7.45 (m, 6H), 7.19 (d, 2H, J=9.0 Hz), 5.33 ... Solvent: C1(=CC=CC=C1)C (toluene). Reaction SMILES: [OH:1][CH2:2][C:3]([CH2:8][OH:9])([CH3:7])[C:4](=[O:6])[CH3:5].[N+:10]([C:13]1[CH:20]=[CH:19][C:16]([CH:17]=O)=[CH:15][CH:14]=1)([O-:12])=[O:11].C1(C)C=CC(S(O)(=O)=O)=CC=1.O>C1(C)C=CC=CC=1>[C:4]([C:3]1([CH3:7])[CH2:8][O:9][CH:17]([C:16]2[CH:19]=[CH:20][C:13]([N+:10]([O-:12])=[O:11])=[CH:14][CH:15]=2)[O:1][CH2:2]1)(=[O:6])[CH3:5]. Yields the product C(C)(=O)C1(COC(OC1)C1=CC=C(C=C1)[N+](=O)[O-])C (5-ACETYL-5-METHYL-2-(4-NITROPHENYL)-1,3-DIOXANE). The reactants are OCC(C(C)=O)(C)CO (3,3-bis(Hydroxymethyl)-2-butanone), O (water), [N+](=O)([O-])C1=CC=C(C=O)C=C1 (4-nitrobenzaldehyde), C1(=CC=C(C=C1)S(=O)(=O)O)C (p-toluenesulfonic acid). Procedure details: 3,3-bis(Hydroxymethyl)-2-butanone (39.7 parts) and 4-nitrobenzaldehyde (30.2 parts) are combined in toluene (300 parts) containing p-toluenesulfonic acid, (p-TSA), (1.0 part) and the mixture held under reflux until a theoretical amount of water is removed by a Dean-Stark moisture trap. The solution is concentrated in vacuo and the residue washed once with dilute sodium bicarbonate solution. The product is recrystallized from ethyl acetate-heptane mixed solvent to give colorless needles, m.p. 101...